Dataset: the Open Reaction Database (ORD), a public repository of structured organic reaction records. Task: describe an organic reaction: reactants, conditions, products, and yield Reaction SMILES: [C:31]([c:32]1[cH:33][cH:34][cH:35][cH:36][cH:37]1)(=[O:38])[Cl:39].[Cl:1][c:2]1[c:3]([O:4][c:5]2[c:6]([NH:11][C:12](=[O:13])[CH:14]3[CH2:15][CH2:16][NH:17][CH2:18][CH2:19]3)[cH:7][cH:8][cH:9][cH:10]2)[cH:20][cH:21][c:22]([Cl:24])[cH:23]1.[Cl:40][CH2:41][Cl:42].[cH:25]1[cH:26][cH:27][n:28][cH:29][cH:30]1>>[Cl:1][c:2]1[c:3]([O:4][c:5]2[c:6]([NH:11][C:12](=[O:13])[CH:14]3[CH2:15][CH2:16][N:17]([C:31]([c:32]4[cH:33][cH:34][cH:35][cH:36][cH:37]4)=[O:38])[CH2:18][CH2:19]3)[cH:7][cH:8][cH:9][cH:10]2)[cH:20][cH:21][c:22]([Cl:24])[cH:23]1. Yields the product O=C(Nc1ccccc1Oc1ccc(Cl)cc1Cl)C1CCN(C(=O)c2ccccc2)CC1. Reactants: O=C(Cl)c1ccccc1, O=C(Nc1ccccc1Oc1ccc(Cl)cc1Cl)C1CCNCC1, ClCCl, c1ccncc1.